This data is from the Open Reaction Database (ORD), a public repository of structured organic reaction records. The task is: describe an organic reaction: reactants, conditions, products, and yield Starting materials: C(C)(C)(C)OC(=O)N([C@H](C(=O)O)CC(C)(C)C)C ((S)-2-(tert-butoxycarbonyl(methyl)amino)-4,4-dimethylpentanoic acid), FC(C=1C=CC(=NC1)N1C[C@@H]2[C@H](C1)[C@H](CC2)N)(F)F ((3aR,4S,6aS)-2-(5-(trifluoromethyl)pyridin-2-yl)octahydrocyclopenta[c]pyrrol-4-amine), FC(C1=CC=CC(=N1)N1C[C@@H]2[C@H](C1)[C@H](CC2)N)(F)F ((3aR,4S,6aS)-2-(6-(trifluoromethyl)pyridin-2-yl)octahydrocyclopenta[c]pyrrol-4-amine). Product: FC(C=1C=CC(=NC1)N1C[C@@H]2[C@H](C1)[C@H](CC2)NC(=O)[C@H]2NC1=CC=CC=C1C2)(F)F ((2S)-N-{(3aR,4S,6aS)-2-[5-(trifluoromethyl)pyridin-2-yl]octahydrocyclopenta[c]pyrrol-4-yl}indoline-2-carboxamide). As a reaction SMILES: C(OC([N:8]([CH3:18])[C@@H:9]([CH2:13][C:14]([CH3:17])(C)C)[C:10]([OH:12])=O)=O)(C)(C)C.[F:19][C:20]([F:37])([F:36])[C:21]1[CH:22]=[CH:23][C:24]([N:27]2[CH2:31][C@@H:30]3[C@@H:32]([NH2:35])[CH2:33][CH2:34][C@@H:29]3[CH2:28]2)=[N:25][CH:26]=1.F[C:39](F)(F)[C:40]1N=C(N2C[C@@H]3[C@@H](N)CC[C@@H]3C2)C=C[CH:41]=1>>[F:37][C:20]([F:19])([F:36])[C:21]1[CH:22]=[CH:23][C:24]([N:27]2[CH2:31][C@@H:30]3[C@@H:32]([NH:35][C:10]([C@@H:9]4[CH2:13][C:14]5[C:18](=[CH:39][CH:40]=[CH:41][CH:17]=5)[NH:8]4)=[O:12])[CH2:33][CH2:34][C@@H:29]3[CH2:28]2)=[N:25][CH:26]=1. Reported procedure: The title compound was prepared by substituting (S)-1-(tert-butoxycarbonyl)indoline-2-carboxylic acid for (S)-2-(tert-butoxycarbonyl(methyl)amino)-4,4-dimethylpentanoic acid and (3aR,4S,6aS)-2-(5-(trifluoromethyl)pyridin-2-yl)octahydrocyclopenta[c]pyrrol-4-amine from Example 262 Step B for (3aR,4S,6aS)-2-(6-(trifluoromethyl)pyridin-2-yl)octahydrocyclopenta[c]pyrrol-4-amine in the procedure described in Example 587: 1H NMR (400 MHz, pyridine-d5) δ ppm 8.63 (dd, J=1.6, 0.8, 1H), 8.21 (d, J=7.6, 1H... The reactants are C1(=CC=CC=C1)C(C1=CC=CC=C1)OC(=O)C1=C(CS[C@H]2N1C([C@H]2NC([C@H](NC(=O)N2[C-]=NC(C2)=O)C2=C(C=C(C=C2)C(=O)OC(C)(C)C)N)=O)=O)CSC2=NN=NN2C (3-[(1-methyl-1H-tetrazol-5-yl)-thiomethyl]-7β-[(2R)-2-(4-BOC-aminophenyl)-2-(2-imidazolidone-1-carboxamido)-acetamido]-3-cephem-4-carboxylic acid diphenylmethyl ester), O.C1(=CC=C(C=C1)S(=O)(=O)O)C (p-toluenesulphonic acid monohydrate), C(C)#N (acetonitrile), CCOCC (ether). Yields the product C1(=CC=C(C=C1)S(=O)(=O)[O-])C.C1(=CC=CC=C1)C(C1=CC=CC=C1)OC(=O)C1=C(CS[C@H]2N1C([C@H]2NC([C@H](NC(=O)N2[C-]=NC(C2)=O)C2=CC=C(C=C2)N)=O)=O)CSC2=NN=NN2C (3-[(1-methyl-1H-tetrazol-5-yl)-thiomethyl]-7β-[(2R)-2-(4-aminophenyl)-2-(2-imidazolidone-1-carboxamido)-acetamido]-3-cephem-4-carboxylic acid diphenylmethyl ester p-toluenesulphonate). As a reaction SMILES: [C:1]1([CH:7]([O:14][C:15]([C:17]2[N:22]3[C:23](=[O:52])[C@@H:24]([NH:25][C:26](=[O:51])[C@@H:27]([C:37]4[CH:42]=[CH:41][C:40](C(OC(C)(C)C)=O)=[CH:39][C:38]=4N)[NH:28][C:29]([N:31]4[CH2:35][C:34](=[O:36])[N:33]=[C-:32]4)=[O:30])[C@H:21]3[S:20][CH2:19][C:18]=2[CH2:53][S:54][C:55]2[N:59]([CH3:60])[N:58]=[N:57][N:56]=2)=[O:16])[C:8]2[CH:13]=[CH:12][CH:11]=[CH:10][CH:9]=2)[CH:6]=[CH:5][CH:4]=[CH:3][CH:2]=1.O.[C:62]1([CH3:72])[CH:67]=[CH:66][C:65]([S:68]([OH:71])(=[O:70])=[O:69])=[CH:64][CH:63]=1.CCOCC.C(#[N:80])C>>[C:62]1([CH3:72])[CH:63]=[CH:64][C:65]([S:68]([O-:71])(=[O:69])=[O:70])=[CH:66][CH:67]=1.[C:8]1([CH:7]([O:14][C:15]([C:17]2[N:22]3[C:23](=[O:52])[C@@H:24]([NH:25][C:26](=[O:51])[C@@H:27]([C:37]4[CH:42]=[CH:41][C:40]([NH2:80])=[CH:39][CH:38]=4)[NH:28][C:29]([N:31]4[CH2:35][C:34](=[O:36])[N:33]=[C-:32]4)=[O:30])[C@H:21]3[S:20][CH2:19][C:18]=2[CH2:53][S:54][C:55]2[N:59]([CH3:60])[N:58]=[N:57][N:56]=2)=[O:16])[C:1]2[CH:6]=[CH:5][CH:4]=[CH:3][CH:2]=2)[CH:9]=[CH:10][CH:11]=[CH:12][CH:13]=1 |f:1.2,5.6|. Reported procedure: 5 g of 3-[(1-methyl-1H-tetrazol-5-yl)-thiomethyl]-7β-[(2R)-2-(4-BOC-aminophenyl)-2-(2-imidazolidone-1-carboxamido)-acetamido]-3-cephem-4-carboxylic acid diphenylmethyl ester are stirred at room temperature for 21/2 hours with 2.3 g of p-toluenesulphonic acid monohydrate in 50 ml of acetonitrile. After adding 500 ml of ether, filtering the precipitate with suction, washing with 300 ml of ether and drying in vacuo, 3-[(1-methyl-1H-tetrazol-5-yl)-thiomethyl]-7β-[(2R)-2-(4-aminophenyl)-2-(2-imidazol... Reactants: CC1C(C(SC1)C(=O)OC(C)C)=O (i-propyl 4-methyl-3-oxo-tetrahydrothiophene-2-carboxylate), Cl.NO (hydroxylamine hydrochloride), C([O-])([O-])=O.[Ba+2] (barium carbonate). Run in C(C)(C)O (isopropanol). Yields the product ClC1C(C(SC1)C(=O)OC(C)C)=O (i-propyl 4-chloro-3-oxo-tetrahydrothiophene-2-carboxylate). Reaction SMILES: C[CH:2]1[CH2:6][S:5][CH:4]([C:7]([O:9][CH:10]([CH3:12])[CH3:11])=[O:8])[C:3]1=[O:13].[ClH:14].NO.C(=O)([O-])[O-].[Ba+2]>C(O)(C)C>[Cl:14][CH:2]1[CH2:6][S:5][CH:4]([C:7]([O:9][CH:10]([CH3:12])[CH3:11])=[O:8])[C:3]1=[O:13] |f:1.2,3.4|. Reported procedure: A mixture of 505 g (2.5 mol) of i-propyl 4-methyl-3-oxo-tetrahydrothiophene-2-carboxylate, 497 g (7.2 mol) of hydroxylamine hydrochloride, 753 g (3.8 mol) of barium carbonate and 2.5 litres of isopropanol is heated under reflux for about 12 hours. The mixture is subsequently filtered off with suction, the filter cake is washed with hot isopropanol and the filtrate is concentrated using water pump vacuum. The residue is taken up in 2 litres of diethyl ether, washed twice with water, dried over ma... The reactants are [BH3-]C#N, Cn1ncc2cc(C(F)(F)F)cc(COCC3(c4ccccc4)CCNCC3)c21, CC(=O)O, CC#N, [Na+]. Yields the product CN1CCC(COCc2cc(C(F)(F)F)cc3cnn(C)c23)(c2ccccc2)CC1. Reaction SMILES: [C:30]([BH3-:31])#[N:32].[CH3:1][n:2]1[n:3][cH:4][c:5]2[cH:6][c:7]([C:26]([F:27])([F:28])[F:29])[cH:8][c:9]([CH2:11][O:12][CH2:13][C:14]3([c:20]4[cH:21][cH:22][cH:23][cH:24][cH:25]4)[CH2:15][CH2:16][NH:17][CH2:18][CH2:19]3)[c:10]12.[CH3:34][C:35](=[O:36])[OH:37].[CH3:38][C:39]#[N:40].[Na+:33]>>[CH3:1][n:2]1[n:3][cH:4][c:5]2[cH:6][c:7]([C:26]([F:27])([F:28])[F:29])[cH:8][c:9]([CH2:11][O:12][CH2:13][C:14]3([c:20]4[cH:21][cH:22][cH:23][cH:24][cH:25]4)[CH2:15][CH2:16][N:17]([CH3:30])[CH2:18][CH2:19]3)[c:10]12. Product: C(CCC)B(OC(C)C)OC(C)C (n-butyldiisopropoxyborane). Reactants: C(CCC)[Li] (n-butyllithium), C(C)(C)OB(OC(C)C)OC(C)C (triisopropoxyborane). Reaction SMILES: [CH2:1]([Li])[CH2:2][CH2:3][CH3:4].[CH:6]([O:9][B:10](OC(C)C)[O:11][CH:12]([CH3:14])[CH3:13])([CH3:8])[CH3:7]>>[CH2:1]([B:10]([O:11][CH:12]([CH3:14])[CH3:13])[O:9][CH:6]([CH3:8])[CH3:7])[CH2:2][CH2:3][CH3:4]. Procedure details: Following the method of Example 1, reaction of n-butyllithium (115 mL, 218 mmol) and triisopropoxyborane (41 g, 218 mmol) yielded n-butyldiisopropoxyborane, 37.3 g, (291 mmol, 93%). Proton NMR (neat) δ4.20 (septet, J=18 Hz, 2H), 1.23-0.63 (m, 9H) overlap with isopropyl doublet at 0.98 (d, J=18 Hz, 12H); boron NMR (neat) δ+30.2 ppm (s).